This data is from the Open Reaction Database (ORD), a public repository of structured organic reaction records. The task is: describe an organic reaction: reactants, conditions, products, and yield Starting materials: [H-].[Na+] (sodium hydride), ClC1=C(C=CC=C1Cl)S (2,3-dichloro-thiophenol), ClCC1=NOC(=N1)C (3-chloromethyl-5-methyl-1,2,4-oxadiazole). The solvent is O1CCCC1 (tetrahydrofuran). Conditions: time 2 hour. The product is ClC1=C(C=CC=C1Cl)SCC1=NOC(=N1)C (3-(2,3-dichlorophenylthiomethyl)-5-methyl-1,2,4-oxadiazole). Isolated yield 40.7%. Reaction SMILES: [Cl:1][C:2]1[C:7]([Cl:8])=[CH:6][CH:5]=[CH:4][C:3]=1[SH:9].[H-].[Na+].Cl[CH2:13][C:14]1[N:18]=[C:17]([CH3:19])[O:16][N:15]=1>O1CCCC1>[Cl:1][C:2]1[C:7]([Cl:8])=[CH:6][CH:5]=[CH:4][C:3]=1[S:9][CH2:13][C:14]1[N:18]=[C:17]([CH3:19])[O:16][N:15]=1 |f:1.2|. Procedure: 7.0 g (39.1 mmol) of 2,3-dichloro-thiophenol are introduced into 50 ml of absolute tetrahydrofuran, the mixture is treated with 1.2 g (0.039 mmol) of 80% sodium hydride dispersion in portions and stirred for 2 hours at reflux temperature. The mixture is subsequently treated with 4.5 g (33.9 mmol) of 3-chloromethyl-5-methyl-1,2,4-oxadiazole at room temperature and stirred until the reaction is complete (approximately 10 to 15 hours). The sodium chloride which has precipitated is subsequently sepa...